Dataset: the Open Reaction Database (ORD), a public repository of structured organic reaction records. Task: describe an organic reaction: reactants, conditions, products, and yield The reactants are CO, c1ccc(CN2CCCC(Cc3ccc4c(c3)OCO4)C2)cc1. Product: c1cc2c(cc1CC1CCCNC1)OCO2. Reaction SMILES: [CH3:24][OH:25].[O:1]1[CH2:2][O:3][c:4]2[c:5]1[cH:6][cH:7][c:8]([CH2:10][CH:11]1[CH2:12][N:13]([CH2:17][c:18]3[cH:19][cH:20][cH:21][cH:22][cH:23]3)[CH2:14][CH2:15][CH2:16]1)[cH:9]2>>[O:1]1[CH2:2][O:3][c:4]2[c:5]1[cH:6][cH:7][c:8]([CH2:10][CH:11]1[CH2:12][NH:13][CH2:14][CH2:15][CH2:16]1)[cH:9]2. The reactants are O=C1OC(C2N1CCN(C2)C(=O)OC(C)(C)C)C2=CC=CC=C2 (1,1-dimethylethyl tetrahydro-3-oxo-1-phenyl-3H-oxazolo[3,4-a]pyrazine-7(1H)-carboxylate), FC(C(=O)O)(F)F (trifluoroacetic acid), O1CCCC1 (tetrahydrofuran), FC1=CC=C(C=C1)N=C=O (4-fluorophenyl isocyanate). Solvent: ClCCl (dichloromethane). Reaction conditions: time 4 hour. The product is FC1=CC=C(C=C1)NC(=O)N1CC2N(CC1)C(OC2C2=CC=CC=C2)=O (N-(4-Fluorophenyl)-tetrahydro-3-oxo-1-phenyl-3H-oxazolo[3,4-a]pyrazine-7(1H)-carboxamide). The yield is 18.8%. As a reaction SMILES: [O:1]=[C:2]1[N:6]2[CH2:7][CH2:8][N:9]([C:11]([O:13]C(C)(C)C)=O)[CH2:10][CH:5]2[CH:4]([C:18]2[CH:23]=[CH:22][CH:21]=[CH:20][CH:19]=2)[O:3]1.FC(F)(F)C(O)=O.O1CCCC1.[F:36][C:37]1[CH:42]=[CH:41][C:40]([N:43]=C=O)=[CH:39][CH:38]=1>ClCCl>[F:36][C:37]1[CH:42]=[CH:41][C:40]([NH:43][C:11]([N:9]2[CH2:8][CH2:7][N:6]3[C:2](=[O:1])[O:3][CH:4]([C:18]4[CH:19]=[CH:20][CH:21]=[CH:22][CH:23]=4)[CH:5]3[CH2:10]2)=[O:13])=[CH:39][CH:38]=1. Procedure details: To a solution of 1,1-dimethylethyl tetrahydro-3-oxo-1-phenyl-3H-oxazolo[3,4-a]pyrazine-7(1H)-carboxylate (94 mg, 0.30 mmol) in dichloromethane (5 mL) was added trifluoroacetic acid (0.5 mL), and the mixture was stirred at room temperature for 4 hours. The reaction solution was concentrated, and then ethyl acetate was added to the residue. The resulting mixture was washed with a 0.5 M aqueous sodium hydrogen carbonate solution (50 mL), dried over anhydrous magnesium sulfate and concentrated under... Reactants: FC1=C(C=C(C=C1)C1CCC(CC1)=COC)F (1,2-difluoro-4-[4-(methoxymethylidene)cyclohexyl]benzene), ice water. Run in O1CCCC1 (tetrahydrofuran). Run at temperature 0 celsius, time 1 hour. The product is FC=1C=C(C=CC1F)[C@@H]1CC[C@H](CC1)C=O (trans-4-(3,4-difluorophenyl)cyclohexanecarboxaldehyde). The yield is 91.1%. As a reaction SMILES: [F:1][C:2]1[CH:7]=[CH:6][C:5]([CH:8]2[CH2:13][CH2:12][C:11](=[CH:14][O:15]C)[CH2:10][CH2:9]2)=[CH:4][C:3]=1[F:17]>O1CCCC1>[F:17][C:3]1[CH:4]=[C:5]([C@H:8]2[CH2:9][CH2:10][C@H:11]([CH:14]=[O:15])[CH2:12][CH2:13]2)[CH:6]=[CH:7][C:2]=1[F:1]. Reported procedure: A solution of 5.6 g of 1,2-difluoro-4-[4-(methoxymethylidene)cyclohexyl]benzene in 125 ml of tetrahydrofuran/2N hydrochloric acid (vol. 4:1) was heated to 90° C. for 1.25 hours. The reaction mixture was subsequently poured on to ice-water and extracted with diethyl ether. The ether phase was washed neutral with 50 ml of semi-saturated sodium hydrogen carbonate solution and with two 50 ml portions of water, dried over sodium sulphate and concentrated. A solution of the resulting crude trans/cis m... Reactants: Cc1ccc2ncc(C(=O)O)c(O)c2n1, c1ccc(Oc2ccccc2)cc1. Product: Cc1ccc2nccc(O)c2n1. Reaction SMILES: [OH:1][c:2]1[c:3]([C:13]([OH:14])=[O:15])[cH:4][n:5][c:6]2[cH:7][cH:8][c:9]([CH3:12])[n:10][c:11]12.[c:16]1([O:17][c:18]2[cH:19][cH:20][cH:21][cH:22][cH:23]2)[cH:24][cH:25][cH:26][cH:27][cH:28]1>>[OH:1][c:2]1[cH:3][cH:4][n:5][c:6]2[cH:7][cH:8][c:9]([CH3:12])[n:10][c:11]12. Reactants: O=C([O-])[O-], CCNS(=O)(=O)c1ccc(I)cc1, COc1ccc(CS)cc1, CC(C)O, ClC(Cl)Cl, [I-], [K+], [K+], OCCO. The product is CCNS(=O)(=O)c1ccc(SCc2ccc(OC)cc2)cc1. Reaction SMILES: [C:14](=[O:15])([O-:16])[O-:17].[CH2:1]([CH3:2])[NH:3][S:4](=[O:5])(=[O:6])[c:7]1[cH:8][cH:9][c:10]([I:13])[cH:11][cH:12]1.[CH3:21][O:22][c:23]1[cH:24][cH:25][c:26]([CH2:27][SH:28])[cH:29][cH:30]1.[CH:31]([OH:32])([CH3:33])[CH3:34].[CH:35]([Cl:36])([Cl:37])[Cl:38].[I-:20].[K+:18].[K+:19].[OH:39][CH2:40][CH2:41][OH:42]>>[CH2:1]([CH3:2])[NH:3][S:4](=[O:5])(=[O:6])[c:7]1[cH:8][cH:9][c:10]([S:28][CH2:27][c:26]2[cH:25][cH:24][c:23]([O:22][CH3:21])[cH:30][cH:29]2)[cH:11][cH:12]1. Starting materials: O=C([O-])[O-], CC#N, C#CCOCCn1cnc2c(N)nc3ccccc3c21, CN(C)C=O, [Cu]I, Ic1ccccc1, [K+], [K+], O, O=C(O)C(F)(F)F, Cl[Pd]Cl, c1ccc(P(c2ccccc2)c2ccccc2)cc1, c1ccc(P(c2ccccc2)c2ccccc2)cc1. Product: Nc1nc2ccccc2c2c1ncn2CCOCC#Cc1ccccc1. RXN SMILES: [C:21](=[O:22])([O-:23])[O-:24].[C:85](#[N:86])[CH3:87].[CH2:1]([C:2]#[CH:3])[O:4][CH2:5][CH2:6][n:7]1[cH:8][n:9][c:10]2[c:11]([NH2:20])[n:12][c:13]3[cH:14][cH:15][cH:16][cH:17][c:18]3[c:19]12.[CH3:88][N:89]([CH3:90])[CH:91]=[O:92].[Cu:82][I:83].[I:27][c:28]1[cH:29][cH:30][cH:31][cH:32][cH:33]1.[K+:25].[K+:26].[OH2:84].[OH:34][C:35]([C:36]([F:37])([F:38])[F:39])=[O:40].[Pd:41]([Cl:42])[Cl:43].[c:44]1([P:45]([c:46]2[cH:47][cH:48][cH:49][cH:50][cH:51]2)[c:52]2[cH:53][cH:54][cH:55][cH:56][cH:57]2)[cH:58][cH:59][cH:60][cH:61][cH:62]1.[c:63]1([P:64]([c:65]2[cH:66][cH:67][cH:68][cH:69][cH:70]2)[c:71]2[cH:72][cH:73][cH:74][cH:75][cH:76]2)[cH:77][cH:78][cH:79][cH:80][cH:81]1>>[CH2:1]([C:2]#[C:3][c:28]1[cH:29][cH:30][cH:31][cH:32][cH:33]1)[O:4][CH2:5][CH2:6][n:7]1[cH:8][n:9][c:10]2[c:11]([NH2:20])[n:12][c:13]3[cH:14][cH:15][cH:16][cH:17][c:18]3[c:19]12. Starting materials: O=C([O-])O, CN(C)C=O, O=Cc1ccc(F)cc1, OCC(F)(F)C(F)F, [H-], [Na+], [Na+]. The product is O=Cc1ccc(OCC(F)(F)C(F)F)cc1. RXN SMILES: [C:20](=[O:21])([OH:22])[O-:23].[CH3:25][N:26]([CH3:27])[CH:28]=[O:29].[F:11][c:12]1[cH:13][cH:14][c:15]([CH:16]=[O:17])[cH:18][cH:19]1.[F:3][C:4]([CH2:5][OH:6])([CH:7]([F:8])[F:9])[F:10].[H-:1].[Na+:24].[Na+:2]>>[F:3][C:4]([CH2:5][O:6][c:12]1[cH:13][cH:14][c:15]([CH:16]=[O:17])[cH:18][cH:19]1)([CH:7]([F:8])[F:9])[F:10].